This data is from the Open Reaction Database (ORD), a public repository of structured organic reaction records. The task is: describe an organic reaction: reactants, conditions, products, and yield The reactants are Cl (hydrogen chloride), C1(CCCCC1)OC1=CC=C(C=C1)CC(C)=O (1-(4-cyclohexyloxyphenyl)propan-2-one), OC(CN)C1=CC(=CC=C1)Cl (2-hydroxy-2-(3-chlorophenyl)ethanamine), CO (methanol). Yields the product C1(CCCCC1)OC1=CC=C(C=C1)CC(C)NCC(C1=CC(=CC=C1)Cl)O (N-[2-(4-cyclohexyloxyphenyl)-1-methylethyl]-2-hydroxy-2-(3-chlorophenyl)ethanamine), Cl.C1(CCCCC1)OC1=CC=C(C=C1)CC(C)NCC(C1=CC(=CC=C1)Cl)O (N-[2-(4-cyclohexyloxyphenyl)-1methylethyl]-2-hydroxy-2-(3-chlorophenyl)ethanamine hydrochloride). Solvent: ClCCl (dichloromethane), amine, C(C)OCC (diethyl ether). Procedure: N-[2-(4-cyclohexyloxyphenyl)-1-methylethyl]-2-hydroxy-2-(3-chlorophenyl)ethanamine was prepared from 1-(4-cyclohexyloxyphenyl)propan-2-one (2.5 g) and 2-hydroxy-2-(3-chlorophenyl)ethanamine (2.1 g) by an analogous procedure to that described in Example 1. After chromatography on silica gel eluting with 1% methanol in dichloromethane the purified amine was dissolved in diethyl ether, cooled and hydrogen chloride passed through the solution. Evaporation of the solvent and recrystallisation of the ... Reaction SMILES: [CH:1]1([O:7][C:8]2[CH:13]=[CH:12][C:11]([CH2:14][C:15](=O)[CH3:16])=[CH:10][CH:9]=2)[CH2:6][CH2:5][CH2:4][CH2:3][CH2:2]1.[OH:18][CH:19]([C:22]1[CH:27]=[CH:26][CH:25]=[C:24]([Cl:28])[CH:23]=1)[CH2:20][NH2:21].CO.[ClH:31]>ClCCl.C(OCC)C>[CH:1]1([O:7][C:8]2[CH:13]=[CH:12][C:11]([CH2:14][CH:15]([NH:21][CH2:20][CH:19]([OH:18])[C:22]3[CH:27]=[CH:26][CH:25]=[C:24]([Cl:28])[CH:23]=3)[CH3:16])=[CH:10][CH:9]=2)[CH2:6][CH2:5][CH2:4][CH2:3][CH2:2]1.[ClH:31].[CH:1]1([O:7][C:8]2[CH:13]=[CH:12][C:11]([CH2:14][CH:15]([NH:21][CH2:20][CH:19]([OH:18])[C:22]3[CH:27]=[CH:26][CH:25]=[C:24]([Cl:28])[CH:23]=3)[CH3:16])=[CH:10][CH:9]=2)[CH2:6][CH2:5][CH2:4][CH2:3][CH2:2]1 |f:7.8|. Starting materials: Br, O=C([O-])[O-], [K+], [K+], Nc1ncc(Br)s1, CN(C)C=O, c1c[nH]cn1. Product: Nc1ncc(-n2ccnc2)s1. Reaction SMILES: [BrH:1].[C:9](=[O:10])([O-:11])[O-:12].[K+:13].[K+:14].[NH2:2][c:3]1[s:4][c:5]([Br:8])[cH:6][n:7]1.[O:20]=[CH:21][N:22]([CH3:23])[CH3:24].[nH:15]1[cH:16][n:17][cH:18][cH:19]1>>[NH2:2][c:3]1[s:4][c:5](-[n:15]2[cH:16][n:17][cH:18][cH:19]2)[cH:6][n:7]1. Starting materials: [N+](=O)([O-])C1=CC=C(C=C1)C1=C(C=NO1)C(=O)O (5-(4-nitrophenyl)isoxazole-4-carboxylic acid), C(C)NCC (diethylamine). Yields the product C(C)N(C(=O)C=1C=NOC1C1=CC=C(C=C1)[N+](=O)[O-])CC (N,N-Diethyl-5-(4-nitrophenyl)isoxazole-4-carboxamide), solid. Reported procedure: The title compound was prepared from 5-(4-nitrophenyl)isoxazole-4-carboxylic acid (11.7 mg, 0.050 mmol) and diethylamine (4.4 mg, 0.060 mmol) as described in synthetic method A and thereafter purified, first by preparative HPLC method A and then by method B, to give a solid (4.3 mg). MS (pos) m/z 290.2 (M+1). As a reaction SMILES: [N+:1]([C:4]1[CH:9]=[CH:8][C:7]([C:10]2[O:14][N:13]=[CH:12][C:11]=2[C:15]([OH:17])=O)=[CH:6][CH:5]=1)([O-:3])=[O:2].[CH2:18]([NH:20][CH2:21][CH3:22])[CH3:19]>>[CH2:18]([N:20]([CH2:21][CH3:22])[C:15]([C:11]1[CH:12]=[N:13][O:14][C:10]=1[C:7]1[CH:6]=[CH:5][C:4]([N+:1]([O-:3])=[O:2])=[CH:9][CH:8]=1)=[O:17])[CH3:19]. The reactants are [BH4-].[Na+] (NaBH4), FC1=C(C=C(C=C1)F)C=1CCCN1 (5-(2,5-difluorophenyl)-3,4-dihydro-2H-pyrrole). Solvent: CO.O (MeOH H2O). Run at time 2 hour. Product: FC1=C(C=C(C=C1)F)C1NCCC1 (2-(2,5-difluorophenyl)pyrrolidine). Isolated yield 79.8%. Reaction SMILES: [BH4-].[Na+].[F:3][C:4]1[CH:9]=[CH:8][C:7]([F:10])=[CH:6][C:5]=1[C:11]1[CH2:12][CH2:13][CH2:14][N:15]=1>CO.O>[F:3][C:4]1[CH:9]=[CH:8][C:7]([F:10])=[CH:6][C:5]=1[CH:11]1[CH2:12][CH2:13][CH2:14][NH:15]1 |f:0.1,3.4|. Procedure details: NaBH4(12 g, 314.9 mmol) was added to a solution of 5-(2,5-difluorophenyl)-3,4-dihydro-2H-pyrrole (28.5 g, 157.4 mmol) in a mixture of MeOH:H2O (4:1, 250 mL) and stirring was continued at 25-35° C. for 2 h. The reaction mixture was quenched with 1N aqueous HCl solution and basified with 2N aqueous NaOH solution, extracted with DCM, dried over anhydrous sodium sulphate and concentrated under reduced pressure to afford 23 g of the title compound. Reactants: FC=1C=CC2=C(N=CS2)C1 (5-fluorobenzo[d]thiazole), IC=1C(=NC(=NC1OC)SC)N[C@H]1CN(CCC1)C(=O)OC(C)(C)C ((R)-Tert-butyl 3-(5-iodo-6-methoxy-2-(methylthio)pyrimidin-4-ylamino)piperidine-1-carboxylate), C(=O)([O-])[O-].[Cs+].[Cs+] (Cs2CO3). The reagents and catalysts are C=1C=CC(=CC1)[P](C=2C=CC=CC2)(C=3C=CC=CC3)[Pd]([P](C=4C=CC=CC4)(C=5C=CC=CC5)C=6C=CC=CC6)([P](C=7C=CC=CC7)(C=8C=CC=CC8)C=9C=CC=CC9)[P](C=1C=CC=CC1)(C=1C=CC=CC1)C=1C=CC=CC1 (Pd(Ph3P)4), [Cu]I (CuI). Solvent: CN(C)C=O (DMF). Run at time 1 hour. Yields the product FC=1C=CC2=C(N=C(S2)C=2C(=NC(=NC2OC)SC)N[C@H]2CN(CCC2)C(=O)OC(C)(C)C)C1 ((R)-Tert-butyl 3-(5-(5-fluorobenzo[d]thiazol-2-yl)-6-methoxy-2-(methylthio)pyrimidin-4-ylamino)piperidine-1-carboxylate). Reaction SMILES: [F:1][C:2]1[CH:3]=[CH:4][C:5]2[S:9][CH:8]=[N:7][C:6]=2[CH:10]=1.I[C:12]1[C:13]([NH:22][C@@H:23]2[CH2:28][CH2:27][CH2:26][N:25]([C:29]([O:31][C:32]([CH3:35])([CH3:34])[CH3:33])=[O:30])[CH2:24]2)=[N:14][C:15]([S:20][CH3:21])=[N:16][C:17]=1[O:18][CH3:19].C([O-])([O-])=O.[Cs+].[Cs+]>C1C=CC([P]([Pd]([P](C2C=CC=CC=2)(C2C=CC=CC=2)C2C=CC=CC=2)([P](C2C=CC=CC=2)(C2C=CC=CC=2)C2C=CC=CC=2)[P](C2C=CC=CC=2)(C2C=CC=CC=2)C2C=CC=CC=2)(C2C=CC=CC=2)C2C=CC=CC=2)=CC=1.[Cu]I.CN(C=O)C>[F:1][C:2]1[CH:3]=[CH:4][C:5]2[S:9][C:8]([C:12]3[C:13]([NH:22][C@@H:23]4[CH2:28][CH2:27][CH2:26][N:25]([C:29]([O:31][C:32]([CH3:35])([CH3:34])[CH3:33])=[O:30])[CH2:24]4)=[N:14][C:15]([S:20][CH3:21])=[N:16][C:17]=3[O:18][CH3:19])=[N:7][C:6]=2[CH:10]=1 |f:2.3.4,^1:45,47,66,85|. Procedure details: DMF (4.3 mL) was added to a 125 mL round-bottom flask containing 5-fluorobenzo[d]thiazole (268 mg, 1.749 mmol). Compound 23 (420 mg, 0.874 mmol), Pd(Ph3P)4 (202 mg, 0.175 mmol), Cs2CO3 (1709 mg, 5.25 mmol) and CuI (33.3 mg, 0.175 mmol) were then added. The mixture was degassed placed in an oil bath that was preheated to 100° C. for 1 h. The reaction mixture was cooled to room temperature, diluted with water and ethyl acetate and filtered through celite. The organics were then separated and the w... The reactants are C(=O)(OC(C)(C)C)N1CCNCC1 (N—BOC-piperazine), ClC1=CC=C(C=C1)C(C=O)C1=CC=C(C=C1)C=1C=NNC1 ((4-Chloro-phenyl)-[4-(1H-pyrazol-4-yl)-phenyl]-acetaldehyde). Product: N1(CCC1)CC(C1=CC=C(C=C1)Cl)C1=CC=C(C=C1)C=1C=NNC1 (4-{4-[2-Azetidin-1-yl-1-(4-chloro-phenyl)-ethyl]-phenyl}-1H-pyrazole). As a reaction SMILES: C(N1[CH2:13][CH2:12][NH:11][CH2:10]C1)(OC(C)(C)C)=O.[Cl:14][C:15]1[CH:20]=[CH:19][C:18]([CH:21]([C:24]2[CH:29]=[CH:28][C:27]([C:30]3[CH:31]=[N:32][NH:33][CH:34]=3)=[CH:26][CH:25]=2)[CH:22]=O)=[CH:17][CH:16]=1>>[N:11]1([CH2:22][CH:21]([C:24]2[CH:29]=[CH:28][C:27]([C:30]3[CH:31]=[N:32][NH:33][CH:34]=3)=[CH:26][CH:25]=2)[C:18]2[CH:19]=[CH:20][C:15]([Cl:14])=[CH:16][CH:17]=2)[CH2:10][CH2:13][CH2:12]1. Reported procedure: By following the procedure described in Example 33B but replacing bis-(4-chloro-phenyl)-acetaldehyde and N—BOC-piperazine with (4-Chloro-phenyl)-[4-(1H-pyrazol-4-yl)-phenyl]-acetaldehyde and anticline, the title compound was obtained. LC/MS: (PS-B3) Rt 2.99 [M+H]+ 338.09. 1H NMR (Me-d3-OD) δ 3.57-3.60 (1H, m), 3.63-3.70 (2H, m), 3.71-3.77 (1H, m), 4.01 (2H, m), 4.14 (2H, m), 4.40 (1H, t), 7.40 (4H, br s), 7.49 (2H, d), 7.73 (2H, d), 8.69 (2H, br s). Reactants: NCCNC1=C(C=CC=2CCN(CCC21)C(C(F)(F)F)=O)Cl (6-(2-amino-ethylamino)-7-chloro-3-(2,2,2-trifluoroacetyl)-2,3,4,5-tetrahydro-1H-benzo[d]azepine), C(CCl)Cl (EDC), C=1C=CC2=C(C1)N=NN2O (HOBT), C(C1=CN=CC=C1)(=O)O (nicotinic acid). Run in C(Cl)Cl (DCM), O (water), C(Cl)Cl (DCM). The product is ClC1=C(C2=C(CCN(CC2)C(C(F)(F)F)=O)C=C1)NCCNC(=O)C=1C=NC=CC1 (7-chloro-6-{2-[(pyridine-3-carbonyl)-amino]-ethylamino}-3-(2,2,2-trifluoroacetyl)-2,3,4,5-tetrahydro-1H-benzo[d]azepine). Reaction SMILES: [C:1]([OH:9])(=O)[C:2]1[CH:7]=[CH:6][CH:5]=[N:4][CH:3]=1.C(Cl)CCl.C1C=CC2N(O)N=NC=2C=1.[NH2:24][CH2:25][CH2:26][NH:27][C:28]1[C:38]2[CH2:37][CH2:36][N:35]([C:39](=[O:44])[C:40]([F:43])([F:42])[F:41])[CH2:34][CH2:33][C:32]=2[CH:31]=[CH:30][C:29]=1[Cl:45]>C(Cl)Cl.O>[Cl:45][C:29]1[CH:30]=[CH:31][C:32]2[CH2:33][CH2:34][N:35]([C:39](=[O:44])[C:40]([F:42])([F:41])[F:43])[CH2:36][CH2:37][C:38]=2[C:28]=1[NH:27][CH2:26][CH2:25][NH:24][C:1]([C:2]1[CH:3]=[N:4][CH:5]=[CH:6][CH:7]=1)=[O:9]. Procedure details: Dissolve nicotinic acid (28.2 mg, 0.23 mmol) in DCM (3 mL). Add EDC (40 mg, 0.208 mmol), HOBT (28.1 mg, 0.2081 mmol) and stir at ambient temperature for 10 min. Add 6-(2-amino-ethylamino)-7-chloro-3-(2,2,2-trifluoroacetyl)-2,3,4,5-tetrahydro-1H-benzo[d]azepine (70 mg, 0.208 mmol) and stir at ambient temperature for 10 hr. Dilute with DCM, add water and extract the aqueous layer three times with DCM. Wash combined organic extracts with 1N aqueous NaOH, and brine. Dry the organic layer over MgSO4,... Starting materials: O (water), Cl (hydrochloric acid), [OH-].C(C1=CC=CC=C1)[N+](C)(C)C (benzyltrimethylammonium hydroxide), S1C=CC2=C1C=CC(=C2)CCO (2-(1-benzothiophen-5-yl)ethanol), C(C=C)#N (acrylonitrile), S(O)(O)(=O)=O (sulfuric acid), O (water). Run in C1(=CC=CC=C1)C (toluene), C1(=CC=CC=C1)C (toluene), C(CC)O (propanol). Run at temperature 10 celsius, time 1 hour. The product is S1C=CC2=C1C=CC(=C2)CCOCCC(=O)OCCC (propyl 3-(2-(1-benzothiophen-5-yl)ethoxy)propionate). As a reaction SMILES: [OH-:1].C([N+](C)(C)C)[C:3]1[CH:8]=[CH:7]C=CC=1.[S:13]1[C:17]2[CH:18]=[CH:19][C:20]([CH2:22][CH2:23][OH:24])=[CH:21][C:16]=2[CH:15]=[CH:14]1.[C:25](#N)[CH:26]=[CH2:27].Cl.S(=O)(=O)(O)O.[OH2:35]>C1(C)C=CC=CC=1.C(O)CC>[S:13]1[C:17]2[CH:18]=[CH:19][C:20]([CH2:22][CH2:23][O:24][CH2:27][CH2:26][C:25]([O:35][CH2:7][CH2:8][CH3:3])=[O:1])=[CH:21][C:16]=2[CH:15]=[CH:14]1 |f:0.1|. Procedure details: To toluene (5 mL) suspension of 0.23 g of 40% (w/w) benzyltrimethylammonium hydroxide aqueous solution was added 5.00 g of 2-(1-benzothiophen-5-yl)ethanol, and dropwise added 2.20 mL of acrylonitrile at 0 to 5° C., which was then stirred at 0 to 20° C. for 1 hour. To this reaction mixture was added 0.125 mL of hydrochloric acid. Thereto were added 10 mL of propanol, 1.0 mL of water and 3.1 mL of sulfuric acid, which was then refluxed for 6.5 hours. After cooling, to the reaction mixture were add... Starting materials: FC(C=1C=C(C=CC1)O)(F)F (3-(Trifluoromethyl)phenol), [Li].CC(C)([O-])C (lithium tert-butoxide), OO (H2O2), LiOH,H2O, [O-]C1=CC=CC=C1.[Li+] (lithium phenoxide), BrC(C(=O)O[C@H](C(N1CCCC1)=O)C)C1=CC=C(C=C1)Cl ((2S)-1-oxo-1-(pyrrolidin-1-yl)propan-2-yl 2-bromo-2-(4-chlorophenyl)acetate). Run in C1CCOC1 (THF), O (water), C1CCOC1 (THF). Reaction conditions: time 30 minute. Product: ClC1=CC=C(C=C1)[C@H](C(=O)O)OC1=CC(=CC=C1)C(F)(F)F ((2R)-2-(4-chlorophenyl)-2-[3-(trifluoromethyl)phenoxy]acetic acid). Isolated yield 50.7%. Reaction SMILES: [F:1][C:2]([F:11])([F:10])[C:3]1[CH:4]=[C:5]([OH:9])[CH:6]=[CH:7][CH:8]=1.[Li].CC(C)([O-])C.[O-]C1C=CC=CC=1.[Li+].Br[CH:27]([C:40]1[CH:45]=[CH:44][C:43]([Cl:46])=[CH:42][CH:41]=1)[C:28]([O:30][C@@H](C)C(=O)N1CCCC1)=[O:29].OO>C1COCC1.O>[Cl:46][C:43]1[CH:42]=[CH:41][C:40]([C@@H:27]([O:9][C:5]2[CH:6]=[CH:7][CH:8]=[C:3]([C:2]([F:10])([F:11])[F:1])[CH:4]=2)[C:28]([OH:30])=[O:29])=[CH:45][CH:44]=1 |f:1.2,3.4,^1:11|. Reported procedure: To a solution of 3-(Trifluoromethyl)phenol 5 (10.82 g, 66.85 mmol) in THF (30 mL) was added lithium-tert-butoxide (5.34 g, 66.85 mmol) at 0° C. and stirred at RT for 30 min. The resulting lithium phenoxide solution was added drop wise to a solution of (2S)-1-oxo-1-(pyrrolidin-1-yl)propan-2-yl 2-bromo-2-(4-chlorophenyl)acetate 4 (25.0 g, 66.85 mmol) in THF (160 ml) at −5° C. The reaction mixture was stirred for 4 h at −5° C. To the solution was added a pre-mixed solution of H2O2 (30% solution, 15...